Dataset: the Open Reaction Database (ORD), a public repository of structured organic reaction records. Task: describe an organic reaction: reactants, conditions, products, and yield Reactants: ClCCNC(=O)NCCOC (1-(2-chloroethyl)-3-(2-methoxyethyl)urea), [H-].[Na+] (NaH), [NH4+].[Cl-] (NH4Cl). Solvent: C1CCOC1 (THF), [Cl-].[Na+].O (brine). The product is COCCN1C(NCC1)=O (1-(2-methoxyethyl)imidazolidin-2-one). Yield: 91.9%. RXN SMILES: Cl[CH2:2][CH2:3][NH:4][C:5]([NH:7][CH2:8][CH2:9][O:10][CH3:11])=[O:6].[H-].[Na+].[NH4+].[Cl-]>C1COCC1.[Cl-].[Na+].O>[CH3:11][O:10][CH2:9][CH2:8][N:7]1[CH2:2][CH2:3][NH:4][C:5]1=[O:6] |f:1.2,3.4,6.7.8|. Procedure details: A −20° C. solution of 1-(2-chloroethyl)-3-(2-methoxyethyl)urea (0.300 g, 1.661 mmol) in THF (8.3 mL), under Ar, was treated with NaH (60% in mineral oil, 0.166 g, 4.15 mmol) allowed to warm to RT and stirred. The mixture was cooled to 0° C., treated slowly with satd. NH4Cl, then brine, warmed to RT and stirred for 20 min. The layers were separated, the aqueous layer extracted with EtOAc (2×) and the combined organics were dried over Na2SO4, concentrated to dryness and purified via silica gel chr...